This data is from the Open Reaction Database (ORD), a public repository of structured organic reaction records. The task is: describe an organic reaction: reactants, conditions, products, and yield Reactants: COc1ccc2cc(C(C)=O)ccc2c1, ClCCl, Cl. The product is CC(=O)c1ccc2cc(O)ccc2c1. As a reaction SMILES: [CH3:2][O:3][c:4]1[cH:5][c:6]2[cH:7][cH:8][c:9]([C:14]([CH3:15])=[O:16])[cH:10][c:11]2[cH:12][cH:13]1.[Cl:17][CH2:18][Cl:19].[ClH:1]>>[OH:3][c:4]1[cH:5][c:6]2[cH:7][cH:8][c:9]([C:14]([CH3:15])=[O:16])[cH:10][c:11]2[cH:12][cH:13]1. Reactants: O=C([O-])O, ClCCl, CC(C)OC(C)C, NCc1cccc(Cl)c1, Cl, CC(CN1CCCC1)N1c2ccccc2Sc2ccc(C(=O)O)cc21, [Na+], O=S(Cl)Cl. As a reaction SMILES: [C:40](=[O:41])([OH:42])[O-:43].[CH2:45]([Cl:46])[Cl:47].[CH:48]([O:49][CH:50]([CH3:51])[CH3:52])([CH3:53])[CH3:54].[Cl:31][c:32]1[cH:33][c:34]([CH2:35][NH2:36])[cH:37][cH:38][cH:39]1.[ClH:5].[N:6]1([CH2:11][CH:12]([CH3:13])[N:14]2[c:15]3[cH:16][cH:17][cH:18][cH:19][c:20]3[S:21][c:22]3[cH:23][cH:24][c:25]([C:28](=[O:29])[OH:30])[cH:26][c:27]32)[CH2:7][CH2:8][CH2:9][CH2:10]1.[Na+:44].[S:1]([Cl:2])([Cl:3])=[O:4]>>[N:6]1([CH2:11][CH:12]([CH3:13])[N:14]2[c:15]3[cH:16][cH:17][cH:18][cH:19][c:20]3[S:21][c:22]3[cH:23][cH:24][c:25]([C:28](=[O:30])[NH:36][CH2:35][c:34]4[cH:33][c:32]([Cl:31])[cH:39][cH:38][cH:37]4)[cH:26][c:27]32)[CH2:7][CH2:8][CH2:9][CH2:10]1. Yields the product CC(CN1CCCC1)N1c2ccccc2Sc2ccc(C(=O)NCc3cccc(Cl)c3)cc21.